From a dataset of the Open Reaction Database (ORD), a public repository of structured organic reaction records. describe an organic reaction: reactants, conditions, products, and yield The reactants are COC(=O)C=Cc1ccc(C2CCCN2C(=O)OC(C)(C)C)cc1, CCOCC, Cl, C1COCCO1. The product is Cl, COC(=O)C=Cc1ccc(C2CCCN2)cc1. RXN SMILES: [C:1]([O:2][C:3](=[O:4])[N:8]1[CH:9]([c:13]2[cH:14][cH:15][c:16]([CH:19]=[CH:20][C:21](=[O:22])[O:23][CH3:24])[cH:17][cH:18]2)[CH2:10][CH2:11][CH2:12]1)([CH3:5])([CH3:6])[CH3:7].[CH3:26][CH2:27][O:28][CH2:29][CH3:30].[ClH:25].[O:31]1[CH2:32][CH2:33][O:34][CH2:35][CH2:36]1>>[ClH:25].[NH:8]1[CH:9]([c:13]2[cH:14][cH:15][c:16]([CH:19]=[CH:20][C:21](=[O:22])[O:23][CH3:24])[cH:17][cH:18]2)[CH2:10][CH2:11][CH2:12]1. Starting materials: CC1=CC=CC(=C1C(=O)O)[N+](=O)[O-] (6-methyl-2-nitrobenzoic acid). Reagents/catalysts: [Pd] (palladium-on-carbon). Yields the product NC1=C(C(=O)O)C(=CC=C1)C (2-Amino-6-methylbenzoic acid). The yield is 127.2%. Reaction SMILES: [CH3:1][C:2]1[C:7]([C:8]([OH:10])=[O:9])=[C:6]([N+:11]([O-])=O)[CH:5]=[CH:4][CH:3]=1>[Pd]>[NH2:11][C:6]1[CH:5]=[CH:4][CH:3]=[C:2]([CH3:1])[C:7]=1[C:8]([OH:10])=[O:9]. Reported procedure: To a methanolic solution (150 ml) of 6-methyl-2-nitrobenzoic acid (14.25 g) was added palladium-on-carbon (1.40 g) and the hydrogenation reaction was conducted at atmospheric temperature and pressure (hydrogen consumption 5.3 1). The catalyst was filtered off and the filtrate was concentrated under reduced pressure to provide the title compound as light-yellow solid (15.12 g; yield 100%). 1H-NMR (CDCl3) δ: 2.47(3H,s), 6.50(2H,t,J=8.1Hz), 7.00-7.07(4H,m).